Dataset: the Open Reaction Database (ORD), a public repository of structured organic reaction records. Task: describe an organic reaction: reactants, conditions, products, and yield Yield: 43.2%. Reported procedure: To a solution of ethyl 4-chlorobenzoylacetate (500 mg) in 4 ml of ethanol was added 202 mg of methylhydrazine and the resulting mixture was stirred over night at room temperature. The solvent was removed under reduced pressure and to the residue was purified by the use of silica gel column chromatography to give 199 mg of 3-(4-chlorophenyl)-1-methylpyrazoline-5-one. Run in C(C)O (ethanol). Reactants: ClC1=CC=C(C(=O)CC(=O)OCC)C=C1 (ethyl 4-chlorobenzoylacetate), CNN (methylhydrazine). The product is ClC1=CC=C(C=C1)C=1NN(C(C1)=O)C (3-(4-chlorophenyl)-1-methylpyrazoline-5-one). RXN SMILES: [Cl:1][C:2]1[CH:15]=[CH:14][C:5]([C:6]([CH2:8][C:9](OCC)=[O:10])=O)=[CH:4][CH:3]=1.[CH3:16][NH:17][NH2:18]>C(O)C>[Cl:1][C:2]1[CH:15]=[CH:14][C:5]([C:6]2[NH:18][N:17]([CH3:16])[C:9](=[O:10])[CH:8]=2)=[CH:4][CH:3]=1.